From a dataset of the Open Reaction Database (ORD), a public repository of structured organic reaction records. describe an organic reaction: reactants, conditions, products, and yield Reactants: CCC(=O)OCCN=C=O, CCCCCCCCCCCC(=O)[O-], CCCCCCCCCCCC(=O)[O-], CCCC[Sn+2]CCCC, CCC(C)=O, O=c1oc2ccc(O)cc2s1. Yields the product CCC(=O)OCCNC(=O)Oc1ccc2oc(=O)sc2c1. Reaction SMILES: [C:12]([CH2:13][CH3:14])(=[O:15])[O:16][CH2:17][CH2:18][N:19]=[C:20]=[O:21].[C:22]([O-:23])(=[O:24])[CH2:25][CH2:26][CH2:27][CH2:28][CH2:29][CH2:30][CH2:31][CH2:32][CH2:33][CH2:34][CH3:35].[C:36]([O-:37])(=[O:38])[CH2:39][CH2:40][CH2:41][CH2:42][CH2:43][CH2:44][CH2:45][CH2:46][CH2:47][CH2:48][CH3:49].[CH2:50]([Sn+2:51][CH2:52][CH2:53][CH2:54][CH3:55])[CH2:56][CH2:57][CH3:58].[CH2:59]([C:60]([CH3:61])=[O:62])[CH3:63].[OH:1][c:2]1[cH:3][cH:4][c:5]2[c:6]([s:7][c:8](=[O:10])[o:9]2)[cH:11]1>>[O:1]([c:2]1[cH:3][cH:4][c:5]2[c:6]([s:7][c:8](=[O:10])[o:9]2)[cH:11]1)[C:20]([NH:19][CH2:18][CH2:17][O:16][C:12]([CH2:13][CH3:14])=[O:15])=[O:21].